From a dataset of the Open Reaction Database (ORD), a public repository of structured organic reaction records. describe an organic reaction: reactants, conditions, products, and yield The reactants are NC1=CC=C(C=C1)O (4-aminophenol), ferrous sulfate, OCC(O)CO (glycerol), C1=CC(=CC=C1[N+](=O)[O-])O (p-nitrophenol), [OH-].[Na+] (sodium hydroxide). Run in S(O)(O)(=O)=O (sulfuric acid), S(O)(O)(=O)=O (sulfuric acid). Conditions: temperature 70 celsius. The product is N1=CC=CC2=CC(=CC=C12)O (quinolin-6-ol), solid. The yield is 42.0%. As a reaction SMILES: [NH2:1][C:2]1[CH:7]=[CH:6][C:5]([OH:8])=[CH:4][CH:3]=1.O[CH2:10][CH:11]([CH2:13]O)O.C1C([N+]([O-])=O)=CC=C(O)C=1.[OH-].[Na+]>S(=O)(=O)(O)O>[N:1]1[C:2]2[C:7](=[CH:6][C:5]([OH:8])=[CH:4][CH:3]=2)[CH:13]=[CH:11][CH:10]=1 |f:3.4|. Reported procedure: A mixture of 4-aminophenol (44.7 g, 0.41 mol), ferrous sulfate (14 g, 0.05 mol), glycerol (120 mL, 1.65 mol), p-nitrophenol (33.3 g, 0.24 mol), and concentrated sulfuric acid (20 mL) was heated gently to 70° C. Then a second portion of concentrated sulfuric acid (25 mL) was added dropwise to the reaction mixture and the mixture was stirred at reflux for 8 hours. After cooling down to room temperature, the reaction mixture was basified to pH=5.5 with 15% aqueous sodium hydroxide solution in an ic...